From a dataset of the Open Reaction Database (ORD), a public repository of structured organic reaction records. describe an organic reaction: reactants, conditions, products, and yield Reactants: N(=NC(=O)OC(C)C)C(=O)OC(C)C (diisopropyl azodicarboxylate), CC1=NC=2N(C(=C1)C)N=C(N2)SCCO (2-({5,7-dimethyl-[1,2,4]triazolo[1,5-a]pyrimidin-2-yl}sulfanyl)ethan-1-ol), C1(=CC=CC=C1)P(C1=CC=CC=C1)C1=CC=CC=C1 (triphenylphosphine), OC1=CC=NC=C1 (4-hydroxypyridine). Run in O1CCCC1 (tetrahydrofuran), O (Water). Conditions: time 15 minute. Product: CC1=NC=2N(C(=C1)C)N=C(N2)SCCOC2=CC=NC=C2 (4-[2-({5,7-dimethyl-[1,2,4]-triazolo[1,5-a]pyrimidin-2-yl}sulfanyl)ethoxy]pyridine), powder. The yield is 19.0%. RXN SMILES: [CH3:1][C:2]1[CH:7]=[C:6]([CH3:8])[N:5]2[N:9]=[C:10]([S:12][CH2:13][CH2:14][OH:15])[N:11]=[C:4]2[N:3]=1.C1(P(C2C=CC=CC=2)C2C=CC=CC=2)C=CC=CC=1.O[C:36]1[CH:41]=[CH:40][N:39]=[CH:38][CH:37]=1.N(C(OC(C)C)=O)=NC(OC(C)C)=O>O.O1CCCC1>[CH3:1][C:2]1[CH:7]=[C:6]([CH3:8])[N:5]2[N:9]=[C:10]([S:12][CH2:13][CH2:14][O:15][C:36]3[CH:41]=[CH:40][N:39]=[CH:38][CH:37]=3)[N:11]=[C:4]2[N:3]=1. Procedure: A mixture of 2-({5,7-dimethyl-[1,2,4]triazolo[1,5-a]pyrimidin-2-yl}sulfanyl)ethan-1-ol (100 mg, 0.446 mmol), triphenylphosphine (175 mg, 0.670 mmol), 4-hydroxypyridine (55 mg, 0.58 mmol), and tetrahydrofuran (0.5 mL) was added to a 20 mL scintillation vial. The mixture was placed in a sonicating bath, and diisopropyl azodicarboxylate (0.133 mL, 0.67 mmol) was added dropwise. Sonication was allowed to continue for 15 min, and progress of the reaction was monitored by HPLC with UV detection at 215... Reactants: ClC1=NC(=CC(=C1)C)Cl (2,6-dichloro-4-picoline). Solvent: C(C)NCC (diethylamine), CC(OCC)=O (EA). Product: ClC1=CC(=CC(=N1)N(CC)CC)C ((6-chloro-4-methyl-pyridin-2-yl)-diethyl-amine). The yield is 104.3%. As a reaction SMILES: Cl[C:2]1[CH:7]=[C:6]([CH3:8])[CH:5]=[C:4]([Cl:9])[N:3]=1>C(NCC)C.CC(=O)OCC>[Cl:9][C:4]1[N:3]=[C:2]([N:3]([CH2:4][CH3:5])[CH2:2][CH3:7])[CH:7]=[C:6]([CH3:8])[CH:5]=1. Reported procedure: In a sealed vial, a solution of 2,6-dichloro-4-picoline (1.80 g, 11.1 mmol) in diethylamine (5 mL) is heated to 135° C. for 40 h in a microwave oven. The pressure in the vial reaches 6.5 bar. The mixture is diluted with EA (200 mL) and washed with 1 N KHSO4, solution. The washings are extracted back with EA (100 mL) and the combined org. extracts are dried over MgSO4, filtered and concentrated. The crude product is purified by CC on silica gel eluting with heptane:EA 95:5 to give (6-chloro-4-met...